Task: describe an organic reaction: reactants, conditions, products, and yield. Dataset: the Open Reaction Database (ORD), a public repository of structured organic reaction records Starting materials: C1(=CC=C(C=C1)P(C1=CC=C(C=C1)C)C1=CC=C(C=C1)C)C (tri-p-tolylphosphine), OC1=C(C=C(C=C1)C(F)(F)F)B(O)O ([2-Hydroxy-5-(trifluoromethyl)phenyl]-boronic acid), C([O-])([O-])=O.[Na+].[Na+] (sodium carbonate), ClC1=C(C=CC(=C1)SCC)I (2-Chloro-4-(ethylthio)-1-iodo-benzene). The reagents and catalysts are C(C)(=O)[O-].[Pd+2].C(C)(=O)[O-] (palladium acetate). Run in CO (methanol), CO (methanol). Reaction conditions: time 30 minute. Product: ClC1=C(C=CC(=C1)SCC)C=1C(=CC=C(C1)C(F)(F)F)O (2′-Chloro-4′-(ethylthio)-5-(trifluoromethyl)-[1,1′-biphenyl]-2-ol). RXN SMILES: C1(C)C=CC(P(C2C=CC(C)=CC=2)C2C=CC(C)=CC=2)=CC=1.[OH:23][C:24]1[CH:29]=[CH:28][C:27]([C:30]([F:33])([F:32])[F:31])=[CH:26][C:25]=1B(O)O.C(=O)([O-])[O-].[Na+].[Na+].[Cl:43][C:44]1[CH:49]=[C:48]([S:50][CH2:51][CH3:52])[CH:47]=[CH:46][C:45]=1I>CO.C([O-])(=O)C.[Pd+2].C([O-])(=O)C>[Cl:43][C:44]1[CH:49]=[C:48]([S:50][CH2:51][CH3:52])[CH:47]=[CH:46][C:45]=1[C:25]1[C:24]([OH:23])=[CH:29][CH:28]=[C:27]([C:30]([F:33])([F:32])[F:31])[CH:26]=1 |f:2.3.4,7.8.9|. Reported procedure: A mixture of palladium acetate (0.045 g) and tri-p-tolylphosphine (0.213 g) in methanol (10 ml) was stirred at RT for 30 min. The product from step (iii) (1 g), sodium carbonate (1.27 g), the product from example (26) step (i) (1.19 g) and methanol (20 ml) were added and the mixture heated under reflux for 6 h. The solvent was removed under reduced pressure and the residue partitioned between diethylether and 2M hydrochloric acid. The organics were separated, dried and evaporated under reduced p...